This data is from the Open Reaction Database (ORD), a public repository of structured organic reaction records. The task is: describe an organic reaction: reactants, conditions, products, and yield The product is C1(=CC=CC=C1)C#CC(CC(COC(C)=O)=O)C1=CC(=C(C=C1)OC)OC1CCCC1 ((+/-)-1-Phenyl-3-(3-cyclopentyloxy-4-methoxyphenyl)-5-oxo-6-acetoxyhexyne). Procedure: A solution of (+/-)-1-phenyl-3-(3-cyclopentyloxy-4-methoxyphenyl)-5-oxo-6-diazohexyne (190 mg, 0.55 mmol) in HOAc (1 ml) was heated to 70° for 30 min. The reaction was cooled, diluted with H2O, and extracted with CHCl3. The extracts were washed with H2O, 5% NaHCO3, dried, and the solvent evaporated. Purification by flash chromatography (silica gel, 50% Et2O in hexane) gave the titled compound as an oil (132 mg, 63%). 1H NMR (400 MHz, CDCl3 ) δ 7.42 (m, 2 H), 7.30 (m, 3 H), 6.96 (m, 2 H), 6.82 (d... The reactants are C1(=CC=CC=C1)C#CC(CC(C=[N+]=[N-])=O)C1=CC(=C(C=C1)OC)OC1CCCC1 ((+/-)-1-phenyl-3-(3-cyclopentyloxy-4-methoxyphenyl)-5-oxo-6-diazohexyne), CC(=O)O (HOAc). Yield: 63.0%. As a reaction SMILES: [C:1]1([C:7]#[C:8][CH:9]([C:16]2[CH:21]=[CH:20][C:19]([O:22][CH3:23])=[C:18]([O:24][CH:25]3[CH2:29][CH2:28][CH2:27][CH2:26]3)[CH:17]=2)[CH2:10][C:11](=[O:15])[CH:12]=[N+]=[N-])[CH:6]=[CH:5][CH:4]=[CH:3][CH:2]=1.[CH3:30][C:31]([OH:33])=[O:32]>O>[C:1]1([C:7]#[C:8][CH:9]([C:16]2[CH:21]=[CH:20][C:19]([O:22][CH3:23])=[C:18]([O:24][CH:25]3[CH2:29][CH2:28][CH2:27][CH2:26]3)[CH:17]=2)[CH2:10][C:11](=[O:15])[CH2:12][O:33][C:31](=[O:32])[CH3:30])[CH:6]=[CH:5][CH:4]=[CH:3][CH:2]=1. Run in O (H2O). Reactants: COC(=O)c1ccc([N+](=O)[O-])cc1C, ClC(Cl)(Cl)Cl, CC(C)(C#N)N=NC(C)(C)C#N, O=C1CCC(=O)N1Br. RXN SMILES: [CH3:21][c:22]1[c:23]([C:24](=[O:25])[O:26][CH3:27])[cH:28][cH:29][c:30]([N+:32](=[O:33])[O-:34])[cH:31]1.[Cl:35][C:36]([Cl:37])([Cl:38])[Cl:39].[N:1]#[C:2][C:3]([N:4]=[N:5][C:6]([C:7]#[N:8])([CH3:9])[CH3:10])([CH3:11])[CH3:12].[O:13]=[C:14]1[N:15]([Br:16])[C:17](=[O:18])[CH2:19][CH2:20]1>>[N:1]1([CH3:2])[CH2:21][c:22]2[c:23]([cH:28][cH:29][c:30]([N+:32](=[O:33])[O-:34])[cH:31]2)[C:24]1=[O:25]. Yields the product CN1Cc2cc([N+](=O)[O-])ccc2C1=O. The reactants are ClC=1N(N=C2N(C(N(C(C21)=O)C)=O)CC(C)C)CC2=CC=C(C=C2)C2=NC(=CC=C2)F (3-chloro-2-(4-(6-fluoropyridin-2-yl)benzyl)-7-isobutyl-5-methyl-2H-pyrazolo[3,4-d]pyrimidine-4,6(5H,7H)-dione), C([O-])([O-])=O.[Cs+].[Cs+] (cesium carbonate), C1(CCCC1)O (cyclopentanol). Reaction conditions: temperature 150 celsius. Product: C1(CCCC1)OC=1N(N=C2N(C(N(C(C21)=O)C)=O)CC(C)C)CC2=CC=C(C=C2)C2=NC(=CC=C2)F (3-(cyclopentyloxy)-2-(4-(6-fluoropyridin-2-yl)benzyl)-7-isobutyl-5-methyl-2H-pyrazolo[3,4-d]pyrimidine-4,6(5H,7H)-dione). As a reaction SMILES: Cl[C:2]1[N:3]([CH2:18][C:19]2[CH:24]=[CH:23][C:22]([C:25]3[CH:30]=[CH:29][CH:28]=[C:27]([F:31])[N:26]=3)=[CH:21][CH:20]=2)[N:4]=[C:5]2[C:10]=1[C:9](=[O:11])[N:8]([CH3:12])[C:7](=[O:13])[N:6]2[CH2:14][CH:15]([CH3:17])[CH3:16].C(=O)([O-])[O-].[Cs+].[Cs+].[CH:38]1([OH:43])[CH2:42][CH2:41][CH2:40][CH2:39]1>>[CH:38]1([O:43][C:2]2[N:3]([CH2:18][C:19]3[CH:24]=[CH:23][C:22]([C:25]4[CH:30]=[CH:29][CH:28]=[C:27]([F:31])[N:26]=4)=[CH:21][CH:20]=3)[N:4]=[C:5]3[C:10]=2[C:9](=[O:11])[N:8]([CH3:12])[C:7](=[O:13])[N:6]3[CH2:14][CH:15]([CH3:17])[CH3:16])[CH2:42][CH2:41][CH2:40][CH2:39]1 |f:1.2.3|. Procedure details: 3-chloro-2-(4-(6-fluoropyridin-2-yl)benzyl)-7-isobutyl-5-methyl-2H-pyrazolo[3,4-d]pyrimidine-4,6(5H,7H)-dione (20 mg, 0.045 mmol), cesium carbonate (22 mg, 0.068 mmol) and cyclopentanol (0.3 mL) are placed in a Biotage microwave vial. The vial is sealed, and then heated in a Biotage microwave instrument at 150° C. for 4 h. The reaction mixture is purified with a semi-preparative HPLC to give 10.4 mg of pure product as pale yellow solids (Purity: 97.7%). MS (ESI) m/z 492.2 [M+H]+. The reactants are C(CCC)N (butylamine), C(C1=CC=CC=C1)OC1=C(C=C(C=O)C=C1)OC (4-benzyloxy-3-methoxybenzaldehyde), [N+](=O)([O-])CC (nitroethane). The solvent is C(C)(=O)O (acetic acid). The product is C(C1=CC=CC=C1)OC1=C(C=C(C=C1)C=C(C)[N+](=O)[O-])OC (1-benzyloxy-2-methoxy-4-(2-nitropropenyl)benzene). Yield: 18.0%. Reaction SMILES: C(N)CCC.[CH2:6]([O:13][C:14]1[CH:21]=[CH:20][C:17]([CH:18]=O)=[CH:16][C:15]=1[O:22][CH3:23])[C:7]1[CH:12]=[CH:11][CH:10]=[CH:9][CH:8]=1.[N+:24]([CH2:27][CH3:28])([O-:26])=[O:25]>C(O)(=O)C>[CH2:6]([O:13][C:14]1[CH:21]=[CH:20][C:17]([CH:18]=[C:27]([N+:24]([O-:26])=[O:25])[CH3:28])=[CH:16][C:15]=1[O:22][CH3:23])[C:7]1[CH:12]=[CH:11][CH:10]=[CH:9][CH:8]=1. Procedure details: 4.02 g (55.0 mmol) of butylamine was added dropwise to a mixture of 12.1 g (50.0 mmol) of 4-benzyloxy-3-methoxybenzaldehyde, 5.63 g (75.0 mmol) of nitroethane and 120 ml of acetic acid and refluxed for 5 hours by heating. The reaction mixture was cooled and extracted with ethyl acetate, washed with saturated brine, dried over anhydrous magnesium sulfate and the solvent was distilled off under reduced pressure. The residue was subjected to silica gel column chromatography (eluent, hexane:ethyl ac... The reactants are CC(=O)c1ccncc1Cl, CCO, NNC=O. Yields the product CC(=NNC=O)c1ccncc1Cl. RXN SMILES: [C:1]([CH3:2])(=[O:3])[c:4]1[c:5]([Cl:10])[cH:6][n:7][cH:8][cH:9]1.[CH3:15][CH2:16][OH:17].[CH:11](=[O:12])[NH:13][NH2:14]>>[C:1]([CH3:2])([c:4]1[c:5]([Cl:10])[cH:6][n:7][cH:8][cH:9]1)=[N:14][NH:13][CH:11]=[O:12]. The reactants are C(C)OC(=O)C1CCCC=2N(C=NC21)C(C2=CC=CC=C2)(C2=CC=CC=C2)C2=CC=CC=C2 (1-triphenylmethyl-4,5,6,7-tetrahydro-1H-benzimidazol-4-carboxylic acid ethyl ester), [H-].[Al+3].[Li+].[H-].[H-].[H-] (lithium aluminum hydride), Cl (hydrochloric acid), [OH-].[Na+] (sodium hydroxide). Run in C1CCOC1 (THF), O (H2O), O (water). Run at temperature 20 celsius, time 45 minute. Product: OCC1CCCC=2N(C=NC21)C(C2=CC=CC=C2)(C2=CC=CC=C2)C2=CC=CC=C2 (4-hydroxymethyl-1-triphenylmethyl-4,5,6,7-tetrahydro-1H-benzimidazole). Isolated yield 55.4%. As a reaction SMILES: C([O:3][C:4]([CH:6]1[C:14]2[N:13]=[CH:12][N:11]([C:15]([C:28]3[CH:33]=[CH:32][CH:31]=[CH:30][CH:29]=3)([C:22]3[CH:27]=[CH:26][CH:25]=[CH:24][CH:23]=3)[C:16]3[CH:21]=[CH:20][CH:19]=[CH:18][CH:17]=3)[C:10]=2[CH2:9][CH2:8][CH2:7]1)=O)C.[H-].[Al+3].[Li+].[H-].[H-].[H-].[OH-].[Na+].Cl>C1COCC1.O>[OH:3][CH2:4][CH:6]1[C:14]2[N:13]=[CH:12][N:11]([C:15]([C:16]3[CH:21]=[CH:20][CH:19]=[CH:18][CH:17]=3)([C:28]3[CH:29]=[CH:30][CH:31]=[CH:32][CH:33]=3)[C:22]3[CH:27]=[CH:26][CH:25]=[CH:24][CH:23]=3)[C:10]=2[CH2:9][CH2:8][CH2:7]1 |f:1.2.3.4.5.6,7.8|. Reported procedure: To a solution of 1-triphenylmethyl-4,5,6,7-tetrahydro-1H-benzimidazol-4-carboxylic acid ethyl ester (14.0 g, 32 mmol) in THF (100 ml) was added lithium aluminum hydride (24 ml, 1 mol/L in THF, 24 mmol). The mixture was stirred at 20° C. for 45 min, and water (3.5 ml) and sodium hydroxide (3.5 ml, 4 mol/L in water) were carefully added. H2O (14 ml) and concentrated aqueous hydrochloric acid (1.13 ml) were added, and the mixture was filtered and concentrated under reduced pressure. The residue was...